This data is from the Open Reaction Database (ORD), a public repository of structured organic reaction records. The task is: describe an organic reaction: reactants, conditions, products, and yield The reactants are C1(=C(C=CC=C1)NC#N)C1=CC=CC=C1 (2-biphenylylcyanamide), CS(=O)(=O)N1CCNCC1 (1-methanesulphonylpiperazine). The solvent is C(C)O (ethanol). Product: C1(=C(C=CC=C1)NC(=N)N1CCN(CC1)S(=O)(=O)C)C1=CC=CC=C1 (N-(2-biphenylyl)-4-methanesulphonylpiperazine-1-carboxamidine). Reaction SMILES: [C:1]1([C:10]2[CH:15]=[CH:14][CH:13]=[CH:12][CH:11]=2)[CH:6]=[CH:5][CH:4]=[CH:3][C:2]=1[NH:7][C:8]#[N:9].[CH3:16][S:17]([N:20]1[CH2:25][CH2:24][NH:23][CH2:22][CH2:21]1)(=[O:19])=[O:18]>C(O)C>[C:1]1([C:10]2[CH:15]=[CH:14][CH:13]=[CH:12][CH:11]=2)[CH:6]=[CH:5][CH:4]=[CH:3][C:2]=1[NH:7][C:8]([N:23]1[CH2:24][CH2:25][N:20]([S:17]([CH3:16])(=[O:19])=[O:18])[CH2:21][CH2:22]1)=[NH:9]. Procedure details: A mixture of 2-biphenylylcyanamide (3.8 g), 1-methanesulphonylpiperazine (3.8 g) and ethanol (60 ml) was heated at 90°-95° C. for 12 hours to give N-(2-biphenylyl)-4-methanesulphonylpiperazine-1-carboxamidine (m.p. 178°-180° C.) which was recrystallized from ethanol. Starting materials: ClC1OC(OC1)=O (4-Chloro-1,3-dioxolan-2-one), C(C)(=O)NC=1C(=C(C(=C(C1I)C(=O)[O-])I)N(C)C(C)=O)I.[K+] (potassium 5-(N-acetylamino)-3-(N-acetyl-N-methylamino)-2,4,6-triiodobenzenecarboxylate), [I-].[Na+] (sodium iodide). Solvent: CN(C)C=O (DMF). Run at temperature 50 celsius, time 4 day. Product: O1C(OC(C1)OC(=O)C1=C(C(=C(C(=C1I)NC(C)=O)I)N(C)C(C)=O)I)=O (1,3-Dioxolan-2-one-4-yl-5-(N-acetylamino)-3-(N-acetyl-N-methylamino)-2,4,6-triiodobenzenecarboxylate). As a reaction SMILES: Cl[CH:2]1[CH2:6][O:5][C:4](=[O:7])[O:3]1.[C:8]([NH:11][C:12]1[C:13]([I:28])=[C:14]([N:23]([C:25](=[O:27])[CH3:26])[CH3:24])[C:15]([I:22])=[C:16]([C:19]([O-:21])=[O:20])[C:17]=1[I:18])(=[O:10])[CH3:9].[K+].[I-].[Na+]>CN(C=O)C>[O:5]1[CH2:6][CH:2]([O:21][C:19]([C:16]2[C:17]([I:18])=[C:12]([NH:11][C:8](=[O:10])[CH3:9])[C:13]([I:28])=[C:14]([N:23]([C:25](=[O:27])[CH3:26])[CH3:24])[C:15]=2[I:22])=[O:20])[O:3][C:4]1=[O:7] |f:1.2,3.4|. Procedure: 4-Chloro-1,3-dioxolan-2-one (1.35 g, 11 mmol) was added at room temperature to a solution of potassium 5-(N-acetylamino)-3-(N-acetyl-N-methylamino)-2,4,6-triiodobenzenecarboxylate (6.66 g, 10 mmol) and sodium iodide (0.15 g, 1 mmol) in dry DMF (50 ml). After stirring at 50° C. for 6 hours and at room temperature for 4 days the solvent was removed at reduced pressure. The residue was dissolved in chloroform (100 ml) and washed four times with a saturated sodium hydrogen carbonate solution and fin... Starting materials: CN1C(=NC2=C1C=CC(=C2)N(CC(=O)OCC)S(=O)(=O)C=2C=CC=C1C=CC=NC21)CNC2=CC=C(C=C2)C(N)=N (1-methyl-2-[N-(4-amidino-phenyl)-aminomethyl]-5-[N-(ethoxycarbonylmethyl)-quinoline-8-sulphonylamino]-benzimidazole), C(C1=CC=CC=C1)(=O)Cl (benzoyl chloride). Reported procedure: Prepared analogously to Example 31 from 1-methyl-2-[N-(4-amidino-phenyl)-aminomethyl]-5-[N-(ethoxycarbonylmethyl)-quinoline-8-sulphonylamino]-benzimidazole and benzoyl chloride. Yields the product CN1C(=NC2=C1C=CC(=C2)N(CC(=O)OCC)S(=O)(=O)C=2C=CC=C1C=CC=NC21)CNC2=CC=C(C=C2)C(NC(C2=CC=CC=C2)=O)=N (1-methyl-2-[N-(4-(N-benzoylamidino)-phenyl)-aminomethyl]-5-[N-(ethoxycarbonylmethyl)-quinoline-8-sulphonylamino]-benzimidazole). Reaction SMILES: [CH3:1][N:2]1[C:6]2[CH:7]=[CH:8][C:9]([N:11]([S:18]([C:21]3[CH:22]=[CH:23][CH:24]=[C:25]4[C:30]=3[N:29]=[CH:28][CH:27]=[CH:26]4)(=[O:20])=[O:19])[CH2:12][C:13]([O:15][CH2:16][CH3:17])=[O:14])=[CH:10][C:5]=2[N:4]=[C:3]1[CH2:31][NH:32][C:33]1[CH:38]=[CH:37][C:36]([C:39](=[NH:41])[NH2:40])=[CH:35][CH:34]=1.[C:42](Cl)(=[O:49])[C:43]1[CH:48]=[CH:47][CH:46]=[CH:45][CH:44]=1>>[CH3:1][N:2]1[C:6]2[CH:7]=[CH:8][C:9]([N:11]([S:18]([C:21]3[CH:22]=[CH:23][CH:24]=[C:25]4[C:30]=3[N:29]=[CH:28][CH:27]=[CH:26]4)(=[O:20])=[O:19])[CH2:12][C:13]([O:15][CH2:16][CH3:17])=[O:14])=[CH:10][C:5]=2[N:4]=[C:3]1[CH2:31][NH:32][C:33]1[CH:34]=[CH:35][C:36]([C:39](=[NH:40])[NH:41][C:42](=[O:49])[C:43]2[CH:48]=[CH:47][CH:46]=[CH:45][CH:44]=2)=[CH:37][CH:38]=1.